This data is from the Open Reaction Database (ORD), a public repository of structured organic reaction records. The task is: describe an organic reaction: reactants, conditions, products, and yield Starting materials: CC(=O)Nc1ccc(Sc2nc(Nc3cc(C)n[nH]3)c3ccc([N+](=O)[O-])cc3n2)cc1, CC(=O)O, CCO, [Fe], O. The product is CC(=O)Nc1ccc(Sc2nc(Nc3cc(C)n[nH]3)c3ccc(N)cc3n2)cc1. As a reaction SMILES: [C:1]([CH3:2])(=[O:3])[NH:4][c:5]1[cH:6][cH:7][c:8]([S:11][c:12]2[n:13][c:14]3[cH:15][c:16]([N+:29]([O-:30])=[O:31])[cH:17][cH:18][c:19]3[c:20]([NH:22][c:23]3[nH:24][n:25][c:26]([CH3:28])[cH:27]3)[n:21]2)[cH:9][cH:10]1.[C:36]([OH:37])(=[O:38])[CH3:39].[CH3:32][CH2:33][OH:34].[Fe:40].[OH2:35]>>[C:1]([CH3:2])(=[O:3])[NH:4][c:5]1[cH:6][cH:7][c:8]([S:11][c:12]2[n:13][c:14]3[cH:15][c:16]([NH2:29])[cH:17][cH:18][c:19]3[c:20]([NH:22][c:23]3[nH:24][n:25][c:26]([CH3:28])[cH:27]3)[n:21]2)[cH:9][cH:10]1. The reactants are OCC1(CC=2N(CCS1)C(=NN2)C2(CC2)C2=CC=C(C=C2)C2=NC=C(C(=O)O)C=C2)C (6-(4-{1-[8-(Hydroxymethyl)-8-methyl-5,6,8,9-tetrahydro[1,2,4]triazolo[4,3-d][1,4]thiazepin-3-yl]cyclopropyl}phenyl)nicotinic acid), C(C)NC (ethylmethylamine), N,N-dimethylaminopyridine, Cl.C(C)N=C=NCCCN(C)C (1-ethyl-3-(3-dimethylaminopropyl)carbodiimide hydrochloride), C(O)([O-])=O.[Na+] (sodium hydrogencarbonate). The solvent is CN(C=O)C (N,N-dimethylformamide). The product is C(C)N(C(C1=CN=C(C=C1)C1=CC=C(C=C1)C1(CC1)C1=NN=C2N1CCSC(C2)(C)CO)=O)C (N-ethyl-6-(4-{1-[8-(hydroxymethyl)-8-methyl-5,6,8,9-tetrahydro[1,2,4]triazolo[4,3-d][1,4]thiazepin-3-yl]cyclopropyl}phenyl)-N-methyl nicotinamide). The yield is 8.2%. RXN SMILES: [OH:1][CH2:2][C:3]1([CH3:31])[S:9][CH2:8][CH2:7][N:6]2[C:10]([C:13]3([C:16]4[CH:21]=[CH:20][C:19]([C:22]5[CH:30]=[CH:29][C:25]([C:26]([OH:28])=O)=[CH:24][N:23]=5)=[CH:18][CH:17]=4)[CH2:15][CH2:14]3)=[N:11][N:12]=[C:5]2[CH2:4]1.[CH2:32]([NH:34][CH3:35])[CH3:33].Cl.C(N=C=NCCCN(C)C)C.C(=O)([O-])O.[Na+]>CN(C)C=O>[CH2:32]([N:34]([CH3:35])[C:26](=[O:28])[C:25]1[CH:29]=[CH:30][C:22]([C:19]2[CH:18]=[CH:17][C:16]([C:13]3([C:10]4[N:6]5[CH2:7][CH2:8][S:9][C:3]([CH2:2][OH:1])([CH3:31])[CH2:4][C:5]5=[N:12][N:11]=4)[CH2:14][CH2:15]3)=[CH:21][CH:20]=2)=[N:23][CH:24]=1)[CH3:33] |f:2.3,4.5|. Reported procedure: A solution of the compound (200 mg, 0.458 mmol) obtained in Example 66, ethylmethylamine (197 μL, 2.29 mmol), N,N-dimethylaminopyridine (6 mg, 46 mmol), and 1-ethyl-3-(3-dimethylaminopropyl)carbodiimide hydrochloride (264 mg, 1.37 mmol) in N,N-dimethylformamide (4.00 mL) was stirred at room temperature for 14 h. Saturated aqueous sodium hydrogencarbonate (100 mL) was added to the reaction mixture, the mixture was extracted with dichloromethane, and the organic layer was washed with water and dri... The reactants are S=C1SC2=C(N1CCC#N)C=CC=C2 (2-thioxo-3-benzothiazolinepropionitrile), S(O)(O)(=O)=O (sulfuric acid), O (water). Run at temperature 25 celsius, time 15 minute. Yields the product S=C1SC2=C(N1CCC(=O)O)C=CC=C2 (2-thioxo-3(2H)-benzothiazolepropionic acid). The yield is 96.0%. RXN SMILES: [S:1]=[C:2]1[N:6]([CH2:7][CH2:8][C:9]#N)[C:5]2[CH:11]=[CH:12][CH:13]=[CH:14][C:4]=2[S:3]1.S(=O)(=O)(O)[OH:16].[OH2:20]>>[S:1]=[C:2]1[N:6]([CH2:7][CH2:8][C:9]([OH:16])=[O:20])[C:5]2[CH:11]=[CH:12][CH:13]=[CH:14][C:4]=2[S:3]1. Reported procedure: A stirred charge containing 44 g (0.2 mol) of 2-thioxo-3-benzothiazolinepropionitrile and 600 ml of 30% sulfuric acid (by volume) was heated at reflux (114°-116° C.) for 2 hours. After cooling to 25° C., 400 ml of water was added and stirring continued at 25°-30° C., for 15 minutes. The solid was collected by filtration, washed with water until neutral to litmus and air-dried at 50° C. The product, 2-thioxo-3(2H)-benzothiazolepropionic acid, m.p. 164°-165° C., was obtained in 96% yield, after re... Reactants: COc1ccc(CN(Cc2ccc(OC)cc2)c2cc(-c3cc(C(C)N4CCN(S(C)(=O)=O)CC4)cnc3Nc3cnc(OC)c(F)c3)nc(C)n2)cc1, O=C(O)C(F)(F)F, O=S(=O)(O)C(F)(F)F. Yields the product COc1ncc(Nc2ncc(C(C)N3CCN(S(C)(=O)=O)CC3)cc2-c2cc(N)nc(C)n2)cc1F. As a reaction SMILES: [F:1][c:2]1[cH:3][c:4]([NH:10][c:11]2[n:12][cH:13][c:14]([CH:43]([CH3:44])[N:45]3[CH2:46][CH2:47][N:48]([S:51](=[O:52])(=[O:53])[CH3:54])[CH2:49][CH2:50]3)[cH:15][c:16]2-[c:17]2[cH:18][c:19]([N:24]([CH2:25][c:26]3[cH:27][cH:28][c:29]([O:30][CH3:31])[cH:32][cH:33]3)[CH2:34][c:35]3[cH:36][cH:37][c:38]([O:39][CH3:40])[cH:41][cH:42]3)[n:20][c:21]([CH3:23])[n:22]2)[cH:5][n:6][c:7]1[O:8][CH3:9].[F:63][C:64]([F:65])([F:66])[C:67]([OH:68])=[O:69].[OH:55][S:56]([C:57]([F:58])([F:59])[F:60])(=[O:61])=[O:62]>>[F:1][c:2]1[cH:3][c:4]([NH:10][c:11]2[n:12][cH:13][c:14]([CH:43]([CH3:44])[N:45]3[CH2:46][CH2:47][N:48]([S:51](=[O:52])(=[O:53])[CH3:54])[CH2:49][CH2:50]3)[cH:15][c:16]2-[c:17]2[cH:18][c:19]([NH2:24])[n:20][c:21]([CH3:23])[n:22]2)[cH:5][n:6][c:7]1[O:8][CH3:9]. Starting materials: FC(C(F)(F)F)(C1=NN(C(=C1)NC(OC1=CC=CC=C1)=O)C1=CC=CC=C1)F (phenyl 3-(perfluoroethyl)-1-phenyl-1H-pyrazol-5-ylcarbamate), COC=1C=C2C(=NC=NC2=CC1OC)OC=1C=C(N)C=CC1 (3-(6,7-dimethoxyquinazolin-4-yloxy)aniline), C(C)N(CC)C(C)C (N,N-diethylisopropylamine). Run in C1CCOC1 (THF). Conditions: temperature 60 celsius. The product is COC=1C=C2C(=NC=NC2=CC1OC)OC=1C=C(C=CC1)NC(=O)NC1=CC(=NN1C1=CC=CC=C1)C(C(F)(F)F)(F)F (1-(3-(6,7-dimethoxyquinazolin-4-yloxy)phenyl)-3-(3-(perfluoroethyl)-1-phenyl-1H-pyrazol-5-yl)urea). Isolated yield 39.2%. As a reaction SMILES: [F:1][C:2]([F:28])([C:7]1[CH:11]=[C:10]([NH:12][C:13](=[O:21])OC2C=CC=CC=2)[N:9]([C:22]2[CH:27]=[CH:26][CH:25]=[CH:24][CH:23]=2)[N:8]=1)[C:3]([F:6])([F:5])[F:4].[CH3:29][O:30][C:31]1[CH:32]=[C:33]2[C:38](=[CH:39][C:40]=1[O:41][CH3:42])[N:37]=[CH:36][N:35]=[C:34]2[O:43][C:44]1[CH:45]=[C:46]([CH:48]=[CH:49][CH:50]=1)[NH2:47].C(N(C(C)C)CC)C>C1COCC1>[CH3:29][O:30][C:31]1[CH:32]=[C:33]2[C:38](=[CH:39][C:40]=1[O:41][CH3:42])[N:37]=[CH:36][N:35]=[C:34]2[O:43][C:44]1[CH:45]=[C:46]([NH:47][C:13]([NH:12][C:10]2[N:9]([C:22]3[CH:23]=[CH:24][CH:25]=[CH:26][CH:27]=3)[N:8]=[C:7]([C:2]([F:1])([F:28])[C:3]([F:4])([F:6])[F:5])[CH:11]=2)=[O:21])[CH:48]=[CH:49][CH:50]=1. Procedure: A stirred mixture of phenyl 3-(perfluoroethyl)-1-phenyl-1H-pyrazol-5-ylcarbamate (199 mg, 0.50 mmol), 3-(6,7-dimethoxyquinazolin-4-yloxy)aniline (prepared as described in Example 113A) (100 mg, 0.34 mmol), N,N-diethylisopropylamine (88 mg, 0.68 mmol) in THF (1 mL) was heated at 60° C. for 15 h. After cooling to rt, the reaction mixture was partitioned between saturated aqueous sodium hydrogen carbonate solution and dichloromethane. The organic layer was separated, dried over magnesium sulfate an... RXN SMILES: [CH3:26][I:27].[CH:21]([Li:22])([CH2:23][CH3:24])[CH3:25].[Cl:1][c:2]1[c:3]2[c:4]([n:5][cH:6][cH:7]1)[n:8]([Si:11]([CH:12]([CH3:13])[CH3:14])([CH:15]([CH3:16])[CH3:17])[CH:18]([CH3:19])[CH3:20])[cH:9][cH:10]2.[O:28]1[CH2:29][CH2:30][CH2:31][CH2:32]1>>[Cl:1][c:2]1[c:3]2[c:4]([n:5][cH:6][c:7]1[CH3:21])[n:8]([Si:11]([CH:12]([CH3:13])[CH3:14])([CH:15]([CH3:16])[CH3:17])[CH:18]([CH3:19])[CH3:20])[cH:9][cH:10]2. Reactants: CI, [Li]C(C)CC, CC(C)[Si](C(C)C)(C(C)C)n1ccc2c(Cl)ccnc21, C1CCOC1. Yields the product Cc1cnc2c(ccn2[Si](C(C)C)(C(C)C)C(C)C)c1Cl. Reactants: BrC1=CC=C(CN2C(NC3=C2C=C(C=C3)C)=N)C=C1 (1-(4-bromo-benzyl)-6-methyl-1,3-dihydro-benzoimidazol-2-ylideneamine), BrCCCOC1=CC=C(C=C1)F (1-(3-bromo-propoxy)-4-fluoro-benzene), BrCCCOC1=CC=C(C=C1)F (1-(3-bromo-propoxy)-4-fluoro-benzene). The solvent is CC(CC)=O (2-butanone), CC(CC)=O (2-butanone). Run at time 10 minute. Product: Br.BrC1=CC=C(CN2C(N(C3=C2C=C(C=C3)C)CCCOC3=CC=C(C=C3)F)=N)C=C1 (3-(4-bromo-benzyl)-1-[3-(4-fluoro-phenoxy)-propyl]-5-methyl-1,3-dihydrobenzoimidazol-2-ylideneamine, hydrobromide salt). Yield: 33.1%. Reaction SMILES: [Br:1][C:2]1[CH:19]=[CH:18][C:5]([CH2:6][N:7]2[C:11]3[CH:12]=[C:13]([CH3:16])[CH:14]=[CH:15][C:10]=3[NH:9][C:8]2=[NH:17])=[CH:4][CH:3]=1.Br[CH2:21][CH2:22][CH2:23][O:24][C:25]1[CH:30]=[CH:29][C:28]([F:31])=[CH:27][CH:26]=1>CC(=O)CC>[BrH:1].[Br:1][C:2]1[CH:19]=[CH:18][C:5]([CH2:6][N:7]2[C:11]3[CH:12]=[C:13]([CH3:16])[CH:14]=[CH:15][C:10]=3[N:9]([CH2:21][CH2:22][CH2:23][O:24][C:25]3[CH:26]=[CH:27][C:28]([F:31])=[CH:29][CH:30]=3)[C:8]2=[NH:17])=[CH:4][CH:3]=1 |f:3.4|. Reported procedure: To a solution of 1-(4-bromo-benzyl)-6-methyl-1,3-dihydro-benzoimidazol-2-ylideneamine (0.14 g, 0.44 mmol) in 2-butanone (5 ml) at rt was added 1-(3-bromo-propoxy)-4-fluoro-benzene (0.15 g, 0.66 mmol). The reaction was stirred for 10 min and then additional 2-butanone (5 ml) was introduced. The mixture was heated to reflux where it was maintained for 48 h. After this time, the reaction was cooled to rt and additional 1-(3-bromo-propoxy)-4-fluoro-benzene (0.05, 0.22 mmol) was added. The reaction w...